This data is from the Open Reaction Database (ORD), a public repository of structured organic reaction records. The task is: describe an organic reaction: reactants, conditions, products, and yield Starting materials: BrC1=C(C2=C(N=C(C=C2N)C)S1)C1=CC(=CC=C1)OC (2-bromo-6-methyl-3-[3-(methyloxy)phenyl]thieno-[2,3-b]pyridin-4-amine), CC(C)([O-])C.[Na+] (sodium tert-butoxide), ClC=1C=C(C=CC1)S(=O)(=O)Cl (3-chlorobenzenesulfonyl chloride). Run in CN(C)C=O (DMF), C(C)(=O)OCC (ethyl acetate), C(=O)(O)[O-].[Na+] (NaHCO3). Reaction conditions: time 1 hour. Yields the product BrC1=C(C=2C(=NC(=CC2NS(=O)(=O)C2=CC(=CC=C2)Cl)C)S1)C1=CC(=CC=C1)OC (N-{2-Bromo-6-methyl-3-[3-(methyloxy)phenyl]thieno[2,3-b]pyridin-4-yl}-3-chlorobenzenesulfonamide). The yield is 64.8%. As a reaction SMILES: [Br:1][C:2]1[S:12][C:5]2[N:6]=[C:7]([CH3:11])[CH:8]=[C:9]([NH2:10])[C:4]=2[C:3]=1[C:13]1[CH:18]=[CH:17][CH:16]=[C:15]([O:19][CH3:20])[CH:14]=1.CC(C)([O-])C.[Na+].[Cl:27][C:28]1[CH:29]=[C:30]([S:34](Cl)(=[O:36])=[O:35])[CH:31]=[CH:32][CH:33]=1>CN(C=O)C.C(OCC)(=O)C.C([O-])(O)=O.[Na+]>[Br:1][C:2]1[S:12][C:5]2=[N:6][C:7]([CH3:11])=[CH:8][C:9]([NH:10][S:34]([C:30]3[CH:31]=[CH:32][CH:33]=[C:28]([Cl:27])[CH:29]=3)(=[O:36])=[O:35])=[C:4]2[C:3]=1[C:13]1[CH:18]=[CH:17][CH:16]=[C:15]([O:19][CH3:20])[CH:14]=1 |f:1.2,6.7|. Procedure details: Alternatively, to a stirred solution of 2-bromo-6-methyl-3-[3-(methyloxy)phenyl]thieno-[2,3-b]pyridin-4-amine (460 mg, 1.317 mmol) (Description 17) in DMF (10 mL) was added sodium tert-butoxide (316 mg, 3.29 mmol) and 3-chlorobenzenesulfonyl chloride (0.371 mL, 2.63 mmol). The reaction mixture was stirred at RT under nitrogen for 1 h. The reaction mixture was then diluted with ethyl acetate (25 mL) and NaHCO3 (50 mL). The organic layer was then separated and the aqueous layer re-extracted with e... Reactants: O=C([O-])C(O)C(O)C(=O)[O-], C1CCOC1, CON(C)C(=O)C1(C(F)(F)F)CCC(O[Si](C)(C)C(C)(C)C)CC1, CC(C)C[AlH]CC(C)C, ClCCl, [K+], [Na+], O, O, O, O. The product is CC(C)(C)[Si](C)(C)OC1CCC(C=O)(C(F)(F)F)CC1. RXN SMILES: [C:38]([CH:39]([CH:40]([C:41]([O-:42])=[O:43])[OH:44])[OH:45])([O-:46])=[O:47].[CH2:50]1[O:51][CH2:52][CH2:53][CH2:54]1.[CH3:1][O:2][N:3]([C:4](=[O:5])[C:6]1([C:20]([F:21])([F:22])[F:23])[CH2:7][CH2:8][CH:9]([O:12][Si:13]([CH3:14])([CH3:15])[C:16]([CH3:17])([CH3:18])[CH3:19])[CH2:10][CH2:11]1)[CH3:24].[CH3:25][CH:26]([CH2:27][AlH:28][CH2:29][CH:30]([CH3:31])[CH3:32])[CH3:33].[Cl:55][CH2:56][Cl:57].[K+:49].[Na+:48].[OH2:34].[OH2:35].[OH2:36].[OH2:37]>>[CH:4](=[O:5])[C:6]1([C:20]([F:21])([F:22])[F:23])[CH2:7][CH2:8][CH:9]([O:12][Si:13]([CH3:14])([CH3:15])[C:16]([CH3:17])([CH3:18])[CH3:19])[CH2:10][CH2:11]1. The reactants are C(C)(=O)N1CC2=C(CC1)C(=C(S2)C)CCBr (6-acetyl-3-(2-bromoethyl)-4,5,6,7-tetrahydro-2-methylthieno[2,3-c]pyridine), Cl.FC1=CC2=C(C(=NO2)C2CCNCC2)C=C1 (4-(6-fluoro-1,2-benzisoxazol-3-yl)piperidine hydrochloride), C([O-])([O-])=O.[K+].[K+] (potassium carbonate), [I-].[K+] (potassium iodide). Solvent: CN(C=O)C (dimethylformamide), C1(=CC=CC=C1)C (toluene), O (water). Run at temperature 50 celsius, time 7 hour. Product: C(C)(=O)N1CC2=C(CC1)C(=C(S2)C)CCN2CCC(CC2)C2=NOC1=C2C=CC(=C1)F (6-acetyl-3-(2-(4-(6-fluoro-1,2-benzisoxazol-3-yl)piperidin-1-yl) ethyl)-4,5,6,7-tetrahydro-2-methylthieno[2,3-c]pyridine). As a reaction SMILES: [C:1]([N:4]1[CH2:9][CH2:8][C:7]2[C:10]([CH2:14][CH2:15]Br)=[C:11]([CH3:13])[S:12][C:6]=2[CH2:5]1)(=[O:3])[CH3:2].Cl.[F:18][C:19]1[CH:33]=[CH:32][C:22]2[C:23]([CH:26]3[CH2:31][CH2:30][NH:29][CH2:28][CH2:27]3)=[N:24][O:25][C:21]=2[CH:20]=1.C(=O)([O-])[O-].[K+].[K+].[I-].[K+]>CN(C)C=O.C1(C)C=CC=CC=1.O>[C:1]([N:4]1[CH2:9][CH2:8][C:7]2[C:10]([CH2:14][CH2:15][N:29]3[CH2:28][CH2:27][CH:26]([C:23]4[C:22]5[CH:32]=[CH:33][C:19]([F:18])=[CH:20][C:21]=5[O:25][N:24]=4)[CH2:31][CH2:30]3)=[C:11]([CH3:13])[S:12][C:6]=2[CH2:5]1)(=[O:3])[CH3:2] |f:1.2,3.4.5,6.7|. Reported procedure: A mixture of 5.9 g of 6-acetyl-3-(2-bromoethyl)-4,5,6,7-tetrahydro-2-methylthieno[2,3-c]pyridine, 5 g of 4-(6-fluoro-1,2-benzisoxazol-3-yl)piperidine hydrochloride, 6.7 g of potassium carbonate and 3.2 g of potassium iodide in 50 ml of dimethylformamide and 50 ml of toluene was stirred at 50° C. for 7 hours and poured into water. The toluene layer was washed with water, dried over magnesium sulfate and concentrated. The residue was purified by column chromatography on a silica gel and crystalliz... RXN SMILES: [Cl:1][C:2]1[C:3]([NH:15][NH:16][C:17]([C:19]([O:21][CH2:22][CH3:23])=[O:20])=O)=[N:4][C:5]2[C:10]([N:11]=1)=[CH:9][C:8]([N+:12]([O-:14])=[O:13])=[CH:7][CH:6]=2>P(Cl)(Cl)(Cl)=O>[Cl:1][C:2]1[C:3]2[N:4]([C:17]([C:19]([O:21][CH2:22][CH3:23])=[O:20])=[N:16][N:15]=2)[C:5]2[C:10]([N:11]=1)=[CH:9][C:8]([N+:12]([O-:14])=[O:13])=[CH:7][CH:6]=2. Starting materials: ClC=1C(=NC2=CC=C(C=C2N1)[N+](=O)[O-])NNC(=O)C(=O)OCC (3-chloro-2-(2-ethoxalylhydrazino)-6-nitroquinoxaline), ice water. Yield: 89.6%. Conditions: temperature 50 celsius. The solvent is P(=O)(Cl)(Cl)Cl (phosphorus oxychloride). Product: ClC=1C=2N(C3=CC=C(C=C3N1)[N+](=O)[O-])C(=NN2)C(=O)OCC (4-Chloro-1-ethoxycarbonyl-7-nitro[1,2,4]triazolo[4,3-a]quinoxaline). Procedure: A mixture of 2.0 g (~5.9 mmol) of 3-chloro-2-(2-ethoxalylhydrazino)-6-nitroquinoxaline and 20 ml of phosphorus oxychloride was refluxed for 90 min. After cooling to 50° C. the reaction mixture was poured into ice-water to give 1.7 g (~90%) of the title compound as a precipitate. Starting materials: stainless steel, [H][H] (hydrogen), [N+](=O)(O)[O-] (nitric acid), FC(C=CC(F)(F)F)(F)F (1,1,1,4,4,4-hexafluorobutene). Reagents/catalysts: catalyst. Run at time 2.5 hour. Product: FC(CCC(F)(F)F)(F)F (1,1,1,4,4,4-Hexafluorobutane). The yield is 99.0%. Reaction SMILES: [N+]([O-])(O)=O.[F:5][C:6]([F:14])([F:13])[CH:7]=[CH:8][C:9]([F:12])([F:11])[F:10].[H][H]>>[F:5][C:6]([F:14])([F:13])[CH2:7][CH2:8][C:9]([F:12])([F:11])[F:10]. Procedure details: In a 20 1 stainless steel autoclave, which had previously been conditioned using 10% strength nitric acid and was equipped with closed circuit heating and an anchor stirrer, 10.0 kg of 1,1,1,4,4,4-hexafluorobutene were heated from 0 to 30 C. over a period of 10 minutes in the presence of 250 g of catalyst (5% by weight of metallic palladium on activated carbon) at a pressure of 20 bar of hydrogen. After reaching this temperature, the hydrogen consumption was compensated for by repeated pressuriz... Starting materials: CC1(OC(CC(O1)=O)=O)C (2,2-dimethyl-1,3-dioxane-4,6-dione), COCCCCC(=O)Cl (5-methoxyvaleric chloride). Reagents/catalysts: CN(C1=CC=NC=C1)C (4-dimethylaminopyridine). Solvent: C(Cl)Cl (CH2Cl2), C(Cl)Cl (CH2Cl2). Conditions: temperature 0 celsius, time 1 hour. Yields the product COCCCCC(=O)C1C(OC(OC1=O)(C)C)=O (5-(5-methoxypentanoyl)-2,2-dimethyl-1,3-dioxane-4,6-dione), oil. Isolated yield 89.0%. As a reaction SMILES: [CH3:1][C:2]1([CH3:10])[O:7][C:6](=[O:8])[CH2:5][C:4](=[O:9])[O:3]1.[CH3:11][O:12][CH2:13][CH2:14][CH2:15][CH2:16][C:17](Cl)=[O:18]>CN(C)C1C=CN=CC=1.C(Cl)Cl>[CH3:11][O:12][CH2:13][CH2:14][CH2:15][CH2:16][C:17]([CH:5]1[C:6](=[O:8])[O:7][C:2]([CH3:10])([CH3:1])[O:3][C:4]1=[O:9])=[O:18]. Reported procedure: To a solution of 2,2-dimethyl-1,3-dioxane-4,6-dione (5.77 g, 40.0 mmol) and 4-dimethylaminopyridine (5.86 g, 44.0 mmol) in 100 ml of CH2Cl2 was added dropwise the solution of crude 5-methoxyvaleric chloride (6.00 g, 39.9 mmol) in 10 ml of CH2Cl2 at 0° C. The mixture was stirred at 0° C. for 1 hr then at room temperature for an additional 1 hr. The solution was washed with 1N aqueous HCl (100 ml) and brine (250 ml). After dried over Na2SO4 and evaporation of solvent, 5-(5-methoxypentanoyl)-2,2-di... Product: COCCOc1nc(N)c2ncn(CC(O)c3ccccc3)c2n1. Reactants: [BH4-], C1CCOC1, COCCOc1nc(N)c2ncn(CC(=O)c3ccccc3)c2n1, [Na+]. As a reaction SMILES: [BH4-:25].[CH2:27]1[O:28][CH2:29][CH2:30][CH2:31]1.[NH2:1][c:2]1[c:3]2[n:4][cH:5][n:6]([CH2:16][C:17](=[O:18])[c:19]3[cH:20][cH:21][cH:22][cH:23][cH:24]3)[c:7]2[n:8][c:9]([O:11][CH2:12][CH2:13][O:14][CH3:15])[n:10]1.[Na+:26]>>[NH2:1][c:2]1[c:3]2[n:4][cH:5][n:6]([CH2:16][CH:17]([OH:18])[c:19]3[cH:20][cH:21][cH:22][cH:23][cH:24]3)[c:7]2[n:8][c:9]([O:11][CH2:12][CH2:13][O:14][CH3:15])[n:10]1. Starting materials: P(=O)([O-])([O-])[O-].[K+].[K+].[K+] (potassium phosphate), N-acylamino acid, C(C)(=O)NC(CC1=CNC2=CC=CC=C12)C(=O)O (N-acetyl-DL-tryptophan). Run in solution. Run at time 8 hour. Yields the product N[C@@H](CC1=CNC2=CC=CC=C12)C(=O)O (L-tryptophan). As a reaction SMILES: P([O-])([O-])([O-])=O.[K+].[K+].[K+].C([NH:12][CH:13]([C:24]([OH:26])=[O:25])[CH2:14][C:15]1[C:23]2[C:18](=[CH:19][CH:20]=[CH:21][CH:22]=2)[NH:17][CH:16]=1)(=O)C>>[NH2:12][C@H:13]([C:24]([OH:26])=[O:25])[CH2:14][C:15]1[C:23]2[C:18](=[CH:19][CH:20]=[CH:21][CH:22]=2)[NH:17][CH:16]=1 |f:0.1.2.3|. Procedure: A reaction solution (100 ml) containing 100 mM potassium phosphate buffer (pH 6.5), 1 U of N-acylamino acid racemase, 1 U of L-aminoacylase (Sigma Co.), and 15% N-acetyl-DL-tryptophan was incubated at 30° C. overnight. As the reaction progressed, L-tryptophan produced was saturated in the aqueous phase and precipitated upon oversaturation in the aqueous phase, during which process the reaction was continued. The L-tryptophan precipitated in the aqueous phase was separated by filtration, washed w... Starting materials: ClCC#N (Chloroacetonitrile), ClC=1C(=C2N=C(C(=NC2=CC1Cl)OC)OC)NS(=O)(=O)C (N-(6,7-dichloro-2,3-dimethoxyquinoxalin-5-yl)methane-sulphonamide), C([O-])([O-])=O.[K+].[K+] (potassium carbonate). Solvent: CC(=O)C (acetone). Product: ClC=1C(=C2N=C(C(=NC2=CC1Cl)OC)OC)N(S(=O)(=O)C)CC#N (N-(6,7-dichloro-2,3-dimethoxyquinoxalin-5-yl)-N-(cyanomethyl) methanesulphonamide). The yield is 54.0%. Reaction SMILES: Cl[CH2:2][C:3]#[N:4].[Cl:5][C:6]1[C:7]([NH:21][S:22]([CH3:25])(=[O:24])=[O:23])=[C:8]2[C:13](=[CH:14][C:15]=1[Cl:16])[N:12]=[C:11]([O:17][CH3:18])[C:10]([O:19][CH3:20])=[N:9]2.C(=O)([O-])[O-].[K+].[K+]>CC(C)=O>[Cl:5][C:6]1[C:7]([N:21]([CH2:2][C:3]#[N:4])[S:22]([CH3:25])(=[O:24])=[O:23])=[C:8]2[C:13](=[CH:14][C:15]=1[Cl:16])[N:12]=[C:11]([O:17][CH3:18])[C:10]([O:19][CH3:20])=[N:9]2 |f:2.3.4|. Reported procedure: Chloroacetonitrile (233 μl, 279 mg, 3,69 mmol) was added to a refluxing mixture of N-(6,7-dichloro-2,3-dimethoxyquinoxalin-5-yl)methane-sulphonamide (from Preparation 3, 1.00 g, 2.84 mmol) and potassium carbonate (0.47 g, 3.41 mmol) in acetone (50 ml) under nitrogen. The mixture was refluxed for 18 h and was then allowed to cool, and was partitioned between ethyl acetate (500 ml) and water (500 ml). The organic phase was dried (MgSO4) and concentrated under reduced pressure. The residue was puri...